From a dataset of the Open Reaction Database (ORD), a public repository of structured organic reaction records. describe an organic reaction: reactants, conditions, products, and yield The reactants are Cl.C(C)(C)C1=CC(=C(C(=O)NC2=C(C(=O)NC3=NC=C(C=C3)Cl)C=C(C=C2)F)C=C1)OCC1CNCCC1 (2-[4-isopropyl-2-(piperidin-3-yl-methoxy)benzoylamino]-N-(5-chloropyridin-2-yl)-5-fluorobenzamide hydrochloride), C(C)(C)C1=CC(=C(C(=O)O)C=C1)OCC1CN(CCC1)C(=O)OC(C)(C)C (4-isopropyl-2-(N-tert-butoxycarbonylpiperidin-3-yl)methoxybenzoic acid), ClC=1C=CC(=NC1)NC(C1=C(C=CC(=C1)F)N)=O (N-(5-chloropyridin-2-yl)-2-amino-5-fluorobenzamide). Product: Cl.Cl.ClC=1C=CC(=NC1)NC(C1=C(C=CC(=C1)F)NC(C1=C(C=C(C=C1)C(C)C)OCC1CNCCC1)=O)=O (N-(5-Chloropyridin-2-yl)-5-fluoro-2-[4-isopropyl-2-(piperidin-3-yl-methoxy)benzoylamino]benzamide Dihydrochloride). RXN SMILES: Cl.[CH:2]([C:5]1[CH:30]=[CH:29][C:8]([C:9]([NH:11][C:12]2[CH:27]=[CH:26][C:25]([F:28])=[CH:24][C:13]=2[C:14]([NH:16][C:17]2[CH:22]=[CH:21][C:20]([Cl:23])=[CH:19][N:18]=2)=[O:15])=[O:10])=[C:7]([O:31][CH2:32][CH:33]2[CH2:38][CH2:37][CH2:36][NH:35][CH2:34]2)[CH:6]=1)([CH3:4])[CH3:3].C(C1C=CC(C(O)=O)=C(OCC2CCCN(C(OC(C)(C)C)=O)C2)C=1)(C)C.[Cl:66]C1C=CC(NC(=O)C2C=C(F)C=CC=2N)=NC=1>>[ClH:23].[ClH:66].[Cl:23][C:20]1[CH:21]=[CH:22][C:17]([NH:16][C:14](=[O:15])[C:13]2[CH:24]=[C:25]([F:28])[CH:26]=[CH:27][C:12]=2[NH:11][C:9](=[O:10])[C:8]2[CH:29]=[CH:30][C:5]([CH:2]([CH3:4])[CH3:3])=[CH:6][C:7]=2[O:31][CH2:32][CH:33]2[CH2:38][CH2:37][CH2:36][NH:35][CH2:34]2)=[N:18][CH:19]=1 |f:0.1,4.5.6|. Procedure details: Using methods substantially equivalent to those described in example 60-I & J, 2-[4-isopropyl-2-(piperidin-3-yl-methoxy)benzoylamino]-N-(5-chloropyridin-2-yl)-5-fluorobenzamide hydrochloride (92 mg, 0.15 mmol, 14%) was prepared from 4-isopropyl-2-(N-tert-butoxycarbonylpiperidin-3-yl)methoxybenzoic acid and N-(5-chloropyridin-2-yl)-2-amino-5-fluorobenzamide after reverse phase HPLC purification. The reactants are BrCc1ccccc1, O=C([O-])O, COC(=O)CCCCCOc1ccc2nc(S)n(-c3ccccc3)c2c1, CN(C)C=O, [K+]. Yields the product COC(=O)CCCCCOc1ccc2nc(SCc3ccccc3)n(-c3ccccc3)c2c1. As a reaction SMILES: [Br:27][CH2:28][c:29]1[cH:30][cH:31][cH:32][cH:33][cH:34]1.[C:35](=[O:36])([OH:37])[O-:38].[CH3:1][O:2][C:3]([CH2:4][CH2:5][CH2:6][CH2:7][CH2:8][O:9][c:10]1[cH:11][cH:12][c:13]2[c:14]([n:15](-[c:19]3[cH:20][cH:21][cH:22][cH:23][cH:24]3)[c:16]([SH:18])[n:17]2)[cH:25]1)=[O:26].[CH3:40][N:41]([CH3:42])[CH:43]=[O:44].[K+:39]>>[CH3:1][O:2][C:3]([CH2:4][CH2:5][CH2:6][CH2:7][CH2:8][O:9][c:10]1[cH:11][cH:12][c:13]2[c:14]([n:15](-[c:19]3[cH:20][cH:21][cH:22][cH:23][cH:24]3)[c:16]([S:18][CH2:28][c:29]3[cH:30][cH:31][cH:32][cH:33][cH:34]3)[n:17]2)[cH:25]1)=[O:26]. Starting materials: FC(C(=O)C1=CC(=CC=C1)C(F)(F)F)(F)F (2,2,2-trifluoro-1-[3-(trifluoromethyl)phenyl]ethanone), S(O)(O)(=O)=O (sulfuric acid), II (iodine), ice water. Conditions: temperature 50 celsius, time 5 hour. Product: FC(C(=O)C1=CC(=CC(=C1)C(F)(F)F)I)(F)F (2,2,2-Trifluoro-1-[3-iodo-5-(trifluoromethyl)phenyl]ethanone). The yield is 92.9%. As a reaction SMILES: [F:1][C:2]([F:16])([F:15])[C:3]([C:5]1[CH:10]=[CH:9][CH:8]=[C:7]([C:11]([F:14])([F:13])[F:12])[CH:6]=1)=[O:4].S(=O)(=O)(O)O.[I:22]I>>[F:1][C:2]([F:15])([F:16])[C:3]([C:5]1[CH:6]=[C:7]([C:11]([F:12])([F:13])[F:14])[CH:8]=[C:9]([I:22])[CH:10]=1)=[O:4]. Procedure: A mixture of 2,2,2-trifluoro-1-[3-(trifluoromethyl)phenyl]ethanone (2.42 g), 30% fuming sulfuric acid (6.0 mL) and iodine (1.90 g) was stirred at 50° C. for 5 hours. After the completion of the reaction, the mixture was poured into ice-water (10 g) and extracted with diethyl ether (20 mL×1). The organic layer was washed with saturated aqueous sodium sulfite solution (10 mL×1) and brine, dried over anhydrous sodium sulfate, and concentrated under reduced pressure to provide the title compound as ...